From a dataset of the Open Reaction Database (ORD), a public repository of structured organic reaction records. describe an organic reaction: reactants, conditions, products, and yield Reactants: NCC=CCOc1cc(CN2CCCCC2)ccn1, O=C(O)c1cc(-c2ccccc2)on1. Yields the product O=C(NCC=CCOc1cc(CN2CCCCC2)ccn1)c1cc(-c2ccccc2)on1. As a reaction SMILES: [N:1]1([CH2:7][c:8]2[cH:9][c:10]([O:14][CH2:15][CH:16]=[CH:17][CH2:18][NH2:19])[n:11][cH:12][cH:13]2)[CH2:2][CH2:3][CH2:4][CH2:5][CH2:6]1.[c:20]1(-[c:26]2[cH:27][c:28]([C:31](=[O:32])[OH:33])[n:29][o:30]2)[cH:21][cH:22][cH:23][cH:24][cH:25]1>>[N:1]1([CH2:7][c:8]2[cH:9][c:10]([O:14][CH2:15][CH:16]=[CH:17][CH2:18][NH:19][C:31]([c:28]3[cH:27][c:26](-[c:20]4[cH:21][cH:22][cH:23][cH:24][cH:25]4)[o:30][n:29]3)=[O:32])[n:11][cH:12][cH:13]2)[CH2:2][CH2:3][CH2:4][CH2:5][CH2:6]1. The reactants are C(C1=CC=CC=C1)(=O)N1CCC2(CC1)C(C1=CC=CC=C1C2)=O (1'-benzoyl-1,3-dihydro-1-oxospiro-[2H-indene-2,4'-piperidine]). RXN SMILES: C([N:9]1[CH2:14][CH2:13][C:12]2([CH2:22][C:21]3[C:16](=[CH:17][CH:18]=[CH:19][CH:20]=3)[C:15]2=[O:23])[CH2:11][CH2:10]1)(=O)C1C=CC=CC=1>C(O)C.Cl>[O:23]=[C:15]1[C:12]2([CH2:13][CH2:14][NH:9][CH2:10][CH2:11]2)[CH2:22][C:21]2[C:16]1=[CH:17][CH:18]=[CH:19][CH:20]=2. Solvent: C(C)O (ethanol), Cl (hydrochloric acid), Cl (hydrochloric acid). Reported procedure: A solution of 3.66 g (12.0 mmoles) 1'-benzoyl-1,3-dihydro-1-oxospiro-[2H-indene-2,4'-piperidine] in 90 ml ethanol and 30 ml 6N hydrochloric acid was heated at reflux for 42 hours. An additional 10 ml 6N hydrochloric acid was added and the solution was heated at reflux for 6 hours. The cooled solution was concentrated in vacuo to remove ethanol and the resulting aqueous solution was washed with 2×20 ml ethyl acetate. The aqueous layer was made basic with 10N sodium hydroxide and extracted with 3×... Yield: 77.4%. Product: O=C1C2=CC=CC=C2CC12CCNCC2 (1,3-Dihydro-1-oxospiro[2H-indene-2,4'-piperidine]). Starting materials: CCCCCOc1c(OC)ccc(C2=NC(C)(C)CO2)c1CO, Cl. The product is CCCCCOc1c(OC)ccc2c1COC2=O. Reaction SMILES: [CH3:1][C:2]1([CH3:3])[CH2:6][O:5][C:4]([c:7]2[cH:8][cH:9][c:10]([O:21][CH3:22])[c:11]([O:15][CH2:16][CH2:17][CH2:18][CH2:19][CH3:20])[c:12]2[CH2:13][OH:14])=[N:23]1.[ClH:24]>>[C:4]1(=[O:5])[c:7]2[cH:8][cH:9][c:10]([O:21][CH3:22])[c:11]([O:15][CH2:16][CH2:17][CH2:18][CH2:19][CH3:20])[c:12]2[CH2:13][O:14]1. The reactants are FC1=C(C(=CC=C1)F)C1=NC2=C(C=3C=CC(=CC13)I)NN=C2 (5-(2,6-difluorophenyl)-7-iodo-1H-pyrazolo[4,3-c]isoquinoline), O (water), [H-].[Na+] (sodium hydride), CN(S(=O)(=O)Cl)C (dimethylsulphamoyl chloride). The solvent is C1CCOC1 (THF), CN(C)C=O (DMF). Run at temperature 0 celsius, time 15 minute. The product is FC1=C(C(=CC=C1)F)C1=NC2=C(C=3C=CC(=CC13)I)N(N=C2)S(=O)(=O)N(C)C (5-(2,6-difluorophenyl)-7-iodo-N,N-dimethyl-1H-pyrazolo[4,3-c]isoquinoline-1-sulphonamide). Reaction SMILES: [F:1][C:2]1[CH:7]=[CH:6][CH:5]=[C:4]([F:8])[C:3]=1[C:9]1[C:18]2[CH:17]=[C:16]([I:19])[CH:15]=[CH:14][C:13]=2[C:12]2[NH:20][N:21]=[CH:22][C:11]=2[N:10]=1.[H-].[Na+].[CH3:25][N:26]([CH3:31])[S:27](Cl)(=[O:29])=[O:28].O>C1COCC1.CN(C=O)C>[F:8][C:4]1[CH:5]=[CH:6][CH:7]=[C:2]([F:1])[C:3]=1[C:9]1[C:18]2[CH:17]=[C:16]([I:19])[CH:15]=[CH:14][C:13]=2[C:12]2[N:20]([S:27]([N:26]([CH3:31])[CH3:25])(=[O:29])=[O:28])[N:21]=[CH:22][C:11]=2[N:10]=1 |f:1.2|. Procedure: A 250 ml three-necked flask equipped with a magnetic stirrer and an argon intake is charged with 4 g of 5-(2,6-difluorophenyl)-7-iodo-1H-pyrazolo[4,3-c]isoquinoline, prepared in step 6 of example 1, in 120 ml of THF and 3 ml of DMF. The mixture is cooled to 0° C. using an ice bath and then 952 mg of sodium hydride (60%) are added. After 15 min at 0° C., 1.3 ml of dimethylsulphamoyl chloride are added. After 16 h at RT, the mixture is poured into 300 ml of water and extracted with ethyl acetate. ... Reactants: Cc1c(Cl)[nH]c(=O)n(Cc2ccc(C(=O)OC(C)(C)C)cc2)c1=O, CN(C)C=O, [Na], S. Product: Cc1c(S)[nH]c(=O)n(Cc2ccc(C(=O)OC(C)(C)C)cc2)c1=O. Reaction SMILES: [C:1]([CH3:2])([CH3:3])([CH3:4])[O:5][C:6]([c:7]1[cH:8][cH:9][c:10]([CH2:13][n:14]2[c:15](=[O:23])[nH:16][c:17]([Cl:22])[c:18]([CH3:21])[c:19]2=[O:20])[cH:11][cH:12]1)=[O:24].[CH3:27][N:28]([CH3:29])[CH:30]=[O:31].[Na:26].[SH2:25]>>[C:1]([CH3:2])([CH3:3])([CH3:4])[O:5][C:6]([c:7]1[cH:8][cH:9][c:10]([CH2:13][n:14]2[c:15](=[O:23])[nH:16][c:17]([SH:25])[c:18]([CH3:21])[c:19]2=[O:20])[cH:11][cH:12]1)=[O:24].